describe an organic reaction: reactants, conditions, products, and yield From a dataset of the Open Reaction Database (ORD), a public repository of structured organic reaction records. Reactants: CO, COC(=O)C(=Cc1ccc(OC)cc1)CC(=O)O. Product: COC(=O)C(CC(=O)O)Cc1ccc(OC)cc1. Reaction SMILES: [CH3:19][OH:20].[CH3:1][O:2][C:3]([C:4]([CH2:5][C:6](=[O:7])[OH:8])=[CH:9][c:10]1[cH:11][cH:12][c:13]([O:16][CH3:17])[cH:14][cH:15]1)=[O:18]>>[CH3:1][O:2][C:3]([CH:4]([CH2:5][C:6](=[O:7])[OH:8])[CH2:9][c:10]1[cH:11][cH:12][c:13]([O:16][CH3:17])[cH:14][cH:15]1)=[O:18]. Starting materials: COC1=CC=C(OCCCOC=2C=C(C(=O)O)C=C(C2)OCCCCCCCCCCCCCCCCCC)C=C1 (3-[3-(4-Methoxyphenoxy)propoxy]-5-(octadecyloxy)benzoic acid), acid chloride, N(CC(=O)OCC)CC(=O)OCC (diethyl iminodiacetate). The product is C(C)OC(CN(C(C1=CC(=CC(=C1)OCCCCCCCCCCCCCCCCCC)OCCCOC1=CC=C(C=C1)OC)=O)CC(=O)OCC)=O (N-(2-ethoxy-2-oxoethyl)-N-[3-[3-(4-methoxyphenoxy)propoxy]-5-(octadecyloxy)benzoyl]glycine ethyl ester). Reaction SMILES: [CH3:1][O:2][C:3]1[CH:41]=[CH:40][C:6]([O:7][CH2:8][CH2:9][CH2:10][O:11][C:12]2[CH:13]=[C:14]([CH:18]=[C:19]([O:21][CH2:22][CH2:23][CH2:24][CH2:25][CH2:26][CH2:27][CH2:28][CH2:29][CH2:30][CH2:31][CH2:32][CH2:33][CH2:34][CH2:35][CH2:36][CH2:37][CH2:38][CH3:39])[CH:20]=2)[C:15](O)=[O:16])=[CH:5][CH:4]=1.[NH:42]([CH2:49][C:50]([O:52][CH2:53][CH3:54])=[O:51])[CH2:43][C:44]([O:46][CH2:47][CH3:48])=[O:45]>>[CH2:53]([O:52][C:50](=[O:51])[CH2:49][N:42]([CH2:43][C:44]([O:46][CH2:47][CH3:48])=[O:45])[C:15](=[O:16])[C:14]1[CH:18]=[C:19]([O:21][CH2:22][CH2:23][CH2:24][CH2:25][CH2:26][CH2:27][CH2:28][CH2:29][CH2:30][CH2:31][CH2:32][CH2:33][CH2:34][CH2:35][CH2:36][CH2:37][CH2:38][CH3:39])[CH:20]=[C:12]([O:11][CH2:10][CH2:9][CH2:8][O:7][C:6]2[CH:40]=[CH:41][C:3]([O:2][CH3:1])=[CH:4][CH:5]=2)[CH:13]=1)[CH3:54]. Procedure: 3-[3-(4-Methoxyphenoxy)propoxy]-5-(octadecyloxy)benzoic acid was converted to the acid chloride which was treated with diethyl iminodiacetate using the procedure of Example 17 to give N-(2-ethoxy-2-oxoethyl)-N-[3-[3-(4-methoxyphenoxy)propoxy]-5-(octadecyloxy)benzoyl]glycine ethyl ester as an oil which exhibited nmr and mass spectra consistent with the structure. Reactants: C(Cl)C1CO1 (Epichlorohydrin), C1(=CC=CC=C1)S(=O)(=O)N1CCNCC1 (1-benzenesulfonylpiperazine). Yields the product C1(=CC=CC=C1)S(=O)(=O)N1CCN(CC1)CC(CCl)O (1-benzenesulfonyl-4-(3-chloro-2-hydroxypropyl)piperazine). The yield is 98.7%. As a reaction SMILES: [CH2:1]([CH:3]1[O:5][CH2:4]1)[Cl:2].[C:6]1([S:12]([N:15]2[CH2:20][CH2:19][NH:18][CH2:17][CH2:16]2)(=[O:14])=[O:13])[CH:11]=[CH:10][CH:9]=[CH:8][CH:7]=1>>[C:6]1([S:12]([N:15]2[CH2:20][CH2:19][N:18]([CH2:4][CH:3]([OH:5])[CH2:1][Cl:2])[CH2:17][CH2:16]2)(=[O:14])=[O:13])[CH:11]=[CH:10][CH:9]=[CH:8][CH:7]=1. Reported procedure: Epichlorohydrin (0.5 g) and 3.7 g of 1-benzenesulfonylpiperazine were reacted and worked up in the same way as in Referential Example 1 to give 1.7 g of 1-benzenesulfonyl-4-(3-chloro-2-hydroxypropyl)piperazine as a colorless powdery crystal having a melting point of 136 to 137° C. Starting materials: ClC=1C=C(C=NC1Cl)N1C[C@@H]2CN[C@@H]2C1 ((1S,5S)-3-(5,6-Dichloropyridin-3-yl)-3,6-diaza-bicyclo[3.2.0]heptane), C([C@H](O)[C@@H](O)C(=O)O)(=O)O (L-tartaric acid). Solvent: CO (methanol), CO (methanol). Run at time 10 minute. Yields the product C(=O)(O)[C@H](O)[C@@H](O)C(=O)O.ClC=1C=C(C=NC1Cl)N1C[C@@H]2CN[C@@H]2C1 ((1S,5S)-3-(5,6-Dichloro-pyridin-3-yl)-3,6-diaza-bicyclo[3.2.0]heptane (L)-tartrate). As a reaction SMILES: [Cl:1][C:2]1[CH:3]=[C:4]([N:9]2[CH2:15][C@@H:14]3[C@@H:11]([CH2:12][NH:13]3)[CH2:10]2)[CH:5]=[N:6][C:7]=1[Cl:8].[C:16]([OH:25])(=[O:24])[C@@H:17]([C@H:19]([C:21]([OH:23])=[O:22])[OH:20])[OH:18]>CO>[C:21]([C@@H:19]([C@H:17]([C:16]([OH:25])=[O:24])[OH:18])[OH:20])([OH:23])=[O:22].[Cl:1][C:2]1[CH:3]=[C:4]([N:9]2[CH2:15][C@@H:14]3[C@@H:11]([CH2:12][NH:13]3)[CH2:10]2)[CH:5]=[N:6][C:7]=1[Cl:8] |f:3.4|. Procedure details: To a solution of the product of Example 5J (442 mg) in 5 mL methanol was slowly added a solution of L-tartaric acid (272 mg) in methanol (2 mL). During the addition, solids started to crystallize. Upon completion of the addition, the slurry was stirred at room temperature for 10 minutes. The resulting mixture was then filtered and air-dried on the filter. 1H NMR (D2O, 400 MHZ) δ 3.04 (dd, J=10, 6 Hz, 1H), 3.21 (dd, J=13, 5 Hz, 1H), 3.50-3.56 (m, 2H), 3.73 (m, 1H) 3.83 (d, J=11 Hz, 1H), 4.07 (d, ... The reactants are ClCCl, CCOC(=O)C(=O)OCC, NCCO. The product is CCOC(=O)C(=O)NCCO. As a reaction SMILES: [CH2:15]([Cl:16])[Cl:17].[CH2:5]([CH3:6])[O:7][C:8]([C:9](=[O:10])[O:11][CH2:12][CH3:13])=[O:14].[NH2:1][CH2:2][CH2:3][OH:4]>>[NH:1]([CH2:2][CH2:3][OH:4])[C:9]([C:8]([O:7][CH2:5][CH3:6])=[O:14])=[O:10]. Starting materials: C(C1=CC=CC=C1)N1CC=CC1 (N-benzyl-3-pyrroline), ClC(=O)OCC(Cl)(Cl)Cl (2,2,2-trichloroethyl chloroformate). Solvent: C1=CC=CC=C1 (benzene). Run at time 1 hour. Yields the product ClC(COC(=O)N1CC=CC1)(Cl)Cl (N-(β,β,β-trichloroethoxycarbonyl)-3-pyrroline). Reaction SMILES: C([N:8]1[CH2:12][CH:11]=[CH:10][CH2:9]1)C1C=CC=CC=1.Cl[C:14]([O:16][CH2:17][C:18]([Cl:21])([Cl:20])[Cl:19])=[O:15]>C1C=CC=CC=1>[Cl:19][C:18]([Cl:21])([Cl:20])[CH2:17][O:16][C:14]([N:8]1[CH2:12][CH:11]=[CH:10][CH2:9]1)=[O:15]. Reported procedure: 40.0 g (0.25 mol) of N-benzyl-3-pyrroline are dissolved in 400 ml of benzene. 53.0 g (0.25 mol) of 2,2,2-trichloroethyl chloroformate are introduced into this solution in the course of 30 minutes, at 0° and under a nitrogen atmosphere. The reaction mixture is stirred for a further 1 hour at 0°, then washed at room temperature twice with, in each case, 100 ml of a mixture of water and 2 N hydrochloric acid (3:1) and then twice with water, dried over sodium sulphate and evaporated under a water pu...